This data is from the Open Reaction Database (ORD), a public repository of structured organic reaction records. The task is: describe an organic reaction: reactants, conditions, products, and yield Conditions: time 6 hour. As a reaction SMILES: [Cl:1][C:2]1[C:10]([N+:11]([O-:13])=[O:12])=[C:9]2[C:5]([C:6](=[O:15])[C:7](=O)[NH:8]2)=[CH:4][CH:3]=1.[Cl:16][CH2:17][CH2:18]CI.C(=O)([O-])[O-:22].[Cs+].[Cs+].[OH-].[Na+].OO.Cl>CN(C)C(=O)C>[Cl:1][C:2]1[CH:3]=[CH:4][C:5]([C:6]([OH:15])=[O:22])=[C:9]([NH:8][CH2:7][CH2:18][CH2:17][Cl:16])[C:10]=1[N+:11]([O-:13])=[O:12] |f:2.3.4,5.6|. Reactants: Cl (hydrochloric acid), [OH-].[Na+] (sodium hydroxide), resultant mixture, ClC1=CC=C2C(C(NC2=C1[N+](=O)[O-])=O)=O (6-chloro-7-nitro-1H-indole-2,3-dione), ClCCCI (1-chloro-3-iodopropane), C([O-])([O-])=O.[Cs+].[Cs+] (cesium carbonate), resultant mixture, OO (hydrogen peroxide). Yields the product ClC1=C(C(=C(C(=O)O)C=C1)NCCCCl)[N+](=O)[O-] (4-Chloro-2-[(3-chloropropyl)amino]-3-nitrobenzoic acid). The yield is 69.7%. The solvent is CN(C(C)=O)C (N,N-dimethylacetamide). Reported procedure: A mixture of 6-chloro-7-nitro-1H-indole-2,3-dione (1.50 g, 6.80 mmol), 1-chloro-3-iodopropane (2.92 mL, 27.2 mmol) and cesium carbonate (8.86 g, 27.2 mmol) in N,N-dimethylacetamide (30 mL) was stirred at room temperature for 6 h. 1N Aqueous sodium hydroxide (30 mL) was added dropwise to the reaction mixture at 0° C., and the resultant mixture was stirred at room temperature for 15 min. 30% Aqueous hydrogen peroxide (1.16 mL) was added dropwise to the reaction mixture at 0° C., and the resultant ... Starting materials: S(O)(O)(=O)=O (sulfuric acid), C(C(=O)C)(=O)OCC (ethyl pyruvate), Cl.BrC1=CC=C(C=C1)NN (4-bromophenylhydrazine hydrochloride). Solvent: C(C)O (ethanol). Reaction conditions: time 2 hour. Product: BrC=1C=C2C=C(NC2=CC1)C(=O)OCC (ethyl 5-bromoindole-2-carboxylate). As a reaction SMILES: S(=O)(=O)(O)O.[C:6]([O:11][CH2:12][CH3:13])(=[O:10])[C:7]([CH3:9])=O.Cl.[Br:15][C:16]1[CH:21]=[CH:20][C:19]([NH:22]N)=[CH:18][CH:17]=1>C(O)C>[Br:15][C:16]1[CH:17]=[C:18]2[C:19](=[CH:20][CH:21]=1)[NH:22][C:7]([C:6]([O:11][CH2:12][CH3:13])=[O:10])=[CH:9]2 |f:2.3|. Reported procedure: In a 500 ml flask, 14 g of 4-bromophenylhydrazine hydrochloride was dissolved in 170 ml of ethanol, and 1.2 ml of sulfuric acid and 8.5 ml of ethyl pyruvate were added. The reaction mixture was stirred for about 2 hours at room temperature and evaporated under reduced pressure to dryness. To the residue was added 23 ml of polyphosphoric acid, and the resulting solution was then stirred for 2 hours at 100° C.-110° C. After water was added, the reaction solution was neutralized with saturated aque... Starting materials: C(=O)(O)[O-].[Na+] (NaHCO3), N1C[C@@H](CC1)NC(OC(C)(C)C)=O (tert-butyl (3R)-3-pyrrolidinylcarbamate), COC=1C=C(C=O)C=CC1 (3-methoxybenzaldehyde), C(C)(=O)O[BH-](OC(C)=O)OC(C)=O.[Na+] (sodium triacetoxyborohydride). Run in C(Cl)Cl (CH2Cl2). Run at time 2 hour. Yields the product COC=1C=C(CN2C[C@@H](CC2)NC(OC(C)(C)C)=O)C=CC1 (tert-butyl [(3R)-1-(3-methoxybenzyl)-3-pyrrolidinyl]carbamate). Reaction SMILES: [NH:1]1[CH2:5][CH2:4][C@@H:3]([NH:6][C:7](=[O:13])[O:8][C:9]([CH3:12])([CH3:11])[CH3:10])[CH2:2]1.[CH3:14][O:15][C:16]1[CH:17]=[C:18]([CH:21]=[CH:22][CH:23]=1)[CH:19]=O.C(O[BH-](OC(=O)C)OC(=O)C)(=O)C.[Na+].C([O-])(O)=O.[Na+]>C(Cl)Cl>[CH3:14][O:15][C:16]1[CH:17]=[C:18]([CH:21]=[CH:22][CH:23]=1)[CH2:19][N:1]1[CH2:5][CH2:4][C@@H:3]([NH:6][C:7](=[O:13])[O:8][C:9]([CH3:10])([CH3:12])[CH3:11])[CH2:2]1 |f:2.3,4.5|. Reported procedure: To a mixture of tert-butyl (3R)-3-pyrrolidinylcarbamate (450 mg) and 3-methoxybenzaldehyde (352 uL) in CH2Cl2 (4.5 mL) was added sodium triacetoxyborohydride (922 mg), which was stirred at room temperature for 2 hours. To the resultant was added sat. NaHCO3 aq., which was stirred for 20 min. The mixture was extracted with CH2Cl2. The organic phase was washed with brine and dried over Na2SO4, filtered, and evaporated in vacuo. The residue was purified by column chromatography on silica gel to giv... Starting materials: O=C([O-])[O-], CCOc1nc2cccc(C(=O)O)c2n1Cc1ccc(-c2ccccc2-c2nnnn2C(c2ccccc2)(c2ccccc2)c2ccccc2)cc1, CCCC[N+](CCCC)(CCCC)CCCC, COC1CC(C(=O)OC(C)Cl)CC1O[N+](=O)[O-], CN(C)C=O, [Cs+], [Cs+], O=S(=O)([O-])O. The product is CCOc1nc2cccc(C(=O)OC(C)OC(=O)C3CC(OC)C(O[N+](=O)[O-])C3)c2n1Cc1ccc(-c2ccccc2-c2nnnn2C(c2ccccc2)(c2ccccc2)c2ccccc2)cc1. RXN SMILES: [C:53](=[O:54])([O-:55])[O-:56].[CH2:1]([CH3:2])[O:3][c:4]1[n:5][c:6]2[c:7]([n:8]1[CH2:9][c:10]1[cH:11][cH:12][c:13](-[c:16]3[c:17](-[c:22]4[n:23][n:24][n:25][n:26]4[C:27]([c:28]4[cH:29][cH:30][cH:31][cH:32][cH:33]4)([c:34]4[cH:35][cH:36][cH:37][cH:38][cH:39]4)[c:40]4[cH:41][cH:42][cH:43][cH:44][cH:45]4)[cH:18][cH:19][cH:20][cH:21]3)[cH:14][cH:15]1)[c:46]([C:50](=[O:51])[OH:52])[cH:47][cH:48][cH:49]2.[CH2:81]([N+:82]([CH2:83][CH2:84][CH2:85][CH3:86])([CH2:87][CH2:88][CH2:89][CH3:90])[CH2:91][CH2:92][CH2:93][CH3:94])[CH2:95][CH2:96][CH3:97].[CH3:59][O:60][CH:61]1[CH2:62][CH:63]([C:70](=[O:71])[O:72][CH:73]([CH3:74])[Cl:75])[CH2:64][CH:65]1[O:66][N+:67](=[O:68])[O-:69].[CH3:98][N:99]([CH3:100])[CH:101]=[O:102].[Cs+:57].[Cs+:58].[S:76]([O-:77])([OH:78])(=[O:79])=[O:80]>>[CH2:1]([CH3:2])[O:3][c:4]1[n:5][c:6]2[c:7]([n:8]1[CH2:9][c:10]1[cH:11][cH:12][c:13](-[c:16]3[c:17](-[c:22]4[n:23][n:24][n:25][n:26]4[C:27]([c:28]4[cH:29][cH:30][cH:31][cH:32][cH:33]4)([c:34]4[cH:35][cH:36][cH:37][cH:38][cH:39]4)[c:40]4[cH:41][cH:42][cH:43][cH:44][cH:45]4)[cH:18][cH:19][cH:20][cH:21]3)[cH:14][cH:15]1)[c:46]([C:50](=[O:51])[O:52][CH:73]([O:72][C:70]([CH:63]1[CH2:62][CH:61]([O:60][CH3:59])[CH:65]([O:66][N+:67](=[O:68])[O-:69])[CH2:64]1)=[O:71])[CH3:74])[cH:47][cH:48][cH:49]2.